This data is from the Open Reaction Database (ORD), a public repository of structured organic reaction records. The task is: describe an organic reaction: reactants, conditions, products, and yield Starting materials: n-Propylphosphonic anhydride, CCOC(=O)C.CCCCCCC (EtOAc Heptane), CC1=NC=C(C(=N1)C)OC[C@@]1([C@@H](C1)C(=O)O)C1=CC(=CC=C1)F ((1R,2S)-2-(((2,4-dimethylpyrimidin-5-yl)oxy)methyl)-2-(3-fluorophenyl)cyclopropane-carboxylic acid), NC1=NC=C(C=C1)F (2-amino-5-fluoropyridine), C(C)(C)N(C(C)C)CC (N,N-diisopropylethylamine). Solvent: C(C)(=O)OCC (ethyl acetate). Conditions: temperature 2.5 celsius, time 25 minute. The product is CC1=NC=C(C(=N1)C)OC[C@@]1([C@@H](C1)C(=O)NC1=NC=C(C=C1)F)C1=CC(=CC=C1)F ((1R,2S)-2-(((2,4-dimethylpyrimidin-5-yl)oxy)methyl)-2-(3-fluorophenyl)-N-(5-fluoropyridin-2-yl)cyclopropanecarboxamide). As a reaction SMILES: [CH3:1][C:2]1[N:7]=[C:6]([CH3:8])[C:5]([O:9][CH2:10][C@@:11]2([C:17]3[CH:22]=[CH:21][CH:20]=[C:19]([F:23])[CH:18]=3)[CH2:13][C@H:12]2[C:14]([OH:16])=O)=[CH:4][N:3]=1.[NH2:24][C:25]1[CH:30]=[CH:29][C:28]([F:31])=[CH:27][N:26]=1.C(N(CC)C(C)C)(C)C.CCOC(C)=O.CCCCCCC>C(OCC)(=O)C>[CH3:1][C:2]1[N:7]=[C:6]([CH3:8])[C:5]([O:9][CH2:10][C@@:11]2([C:17]3[CH:22]=[CH:21][CH:20]=[C:19]([F:23])[CH:18]=3)[CH2:13][C@H:12]2[C:14]([NH:24][C:25]2[CH:30]=[CH:29][C:28]([F:31])=[CH:27][N:26]=2)=[O:16])=[CH:4][N:3]=1 |f:3.4|. Reported procedure: (1R,2S)-2-(((2,4-dimethylpyrimidin-5-yl)oxy)methyl)-2-(3-fluorophenyl)-cyclopropanecarboxylic acid (13, 12.80 g, 0.040 mol, 1.0 equiv.), and 2-amino-5-fluoropyridine (4.76 g, 0.0425 mol, 1.05 equiv.) were dissolved in ethyl acetate (102.4 mL), under nitrogen. The solution was cooled to 0-5° C., and N,N-diisopropylethylamine (14.10 mL, 0.081 mol, 2.0 equiv.) was added to the reaction mixture while maintaining the internal temperature at 0-15° C. The reaction mixture was stirred at 0-10° C. for 20... The reactants are COC(C1=C(C(=CC=C1)C)CC)=O (methyl-2-ethyl-3-methylbenzoate), [OH-].[K+] (KOH). Run in CO (MeOH). Product: C(C)C1=C(C(=O)O)C=CC=C1C (2-Ethyl-3-methylbenzoic acid). Isolated yield 99.8%. Reaction SMILES: C[O:2][C:3](=[O:13])[C:4]1[CH:9]=[CH:8][CH:7]=[C:6]([CH3:10])[C:5]=1[CH2:11][CH3:12].[OH-].[K+]>CO>[CH2:11]([C:5]1[C:6]([CH3:10])=[CH:7][CH:8]=[CH:9][C:4]=1[C:3]([OH:13])=[O:2])[CH3:12] |f:1.2|. Procedure details: A solution of 0.1 g (0.58 mmol) of methyl-2-ethyl-3-methylbenzoate and 1.45 mL (1.45 mmol) of KOH (1M in H2O) in 2 mL of MeOH was stirred at 40° C. for 12 h. The reaction mixture was concentrated and dissolved in 20 mL of CH2Cl2. The pH was adjusted to pH=2-3 with 2N HCl and the aqueous layer was extracted with CH2Cl2. The combined organic fractions were dired over MgSO4, filtered and the filtrate was concentrated to give 0.095 gm of the title compound. The reactants are BrCC1=CC=CC=C1 ((bromomethyl)benzene), O=C1CC2(CC(C2)C(=O)O)C1 (6-oxospiro[3.3]heptane-2-carboxylic acid), CCN(C(C)C)C(C)C (DIPEA). Run in C(Cl)(Cl)Cl (CHCl3), C(C)#N (acetonitrile), C(Cl)(Cl)Cl (CHCl3). Reaction conditions: time 8 hour. Yields the product O=C1CC2(CC(C2)C(=O)OCC2=CC=CC=C2)C1 (benzyl 6-oxospiro[3.3]heptane-2-carboxylate). Reaction SMILES: Br[CH2:2][C:3]1[CH:8]=[CH:7][CH:6]=[CH:5][CH:4]=1.[O:9]=[C:10]1[CH2:19][C:12]2([CH2:15][CH:14]([C:16]([OH:18])=[O:17])[CH2:13]2)[CH2:11]1.CCN(C(C)C)C(C)C>C(Cl)(Cl)Cl.C(#N)C>[O:9]=[C:10]1[CH2:11][C:12]2([CH2:15][CH:14]([C:16]([O:18][CH2:2][C:3]3[CH:8]=[CH:7][CH:6]=[CH:5][CH:4]=3)=[O:17])[CH2:13]2)[CH2:19]1. Procedure details: A solution of (bromomethyl)benzene (564 mg) in CHCl3 (1 mL) was added to a stirred solution of 6-oxospiro[3.3]heptane-2-carboxylic acid (462 mg) and DIPEA (0.576 mL) in acetonitrile (2 mL) and CHCl3 (2 mL) and the mixture was stirred at rt overnight. The reaction mixture was evaporated to dryness and then purified by silica gel FCC (1:1 DCM:hexanes) to afford benzyl 6-oxospiro[3.3]heptane-2-carboxylate as a clear oil. Reactants: [Na] (sodium), Cl (hydrochloric acid), C(CC(=O)OCC)(=O)OCC (diethyl malonate), C(C)N1C(OC(C2=C1N=CC=C2)=O)=O (1-ethyl-2H-pyrido[2,3-d]-[1,3]oxazine-2,4[1H]dione). Solvent: O (water), C(C)O (ethanol). Run at time 5 minute. The product is C(C)N1C(C(=C(C2=CC=CN=C12)O)C(=O)OCC)=O (1-Ethyl-1,2-dihydro-4-hydroxy-2-oxo-1,8-naphthyridine-3-carboxylic acid, ethyl ester). As a reaction SMILES: [Na].[C:2]([O:10][CH2:11][CH3:12])(=[O:9])[CH2:3][C:4]([O:6]CC)=O.[CH2:13]([N:15]1[C:20]2[N:21]=[CH:22][CH:23]=[CH:24][C:19]=2C(=O)[O:17][C:16]1=O)[CH3:14].Cl>O.C(O)C>[CH2:13]([N:15]1[C:20]2[C:19](=[CH:24][CH:23]=[CH:22][N:21]=2)[C:4]([OH:6])=[C:3]([C:2]([O:10][CH2:11][CH3:12])=[O:9])[C:16]1=[O:17])[CH3:14] |^1:0|. Procedure: To a solution of 0.115 g. (0.005 g. atom) of sodium in 20 ml. of ethanol was added 1.6 g. (0.01 mole) of diethyl malonate. After stirring for 5 minutes the solution was evaporated in a rotary evaporator. The residue was dissolved in 15 ml. of N,N-dimethylformamide and 0.96 g. (0.005 mole) of 1-ethyl-2H-pyrido[2,3-d]-[1,3]oxazine-2,4[1H]dione was added. The mixture was heated under reflux for 1.5 hours. The mixture was cooled, diluted with a little water and was acidified with concentrated hydroc...